Dataset: the Open Reaction Database (ORD), a public repository of structured organic reaction records. Task: describe an organic reaction: reactants, conditions, products, and yield The reactants are ClCCl, CS(=O)(=O)Cl, CCN(C(C)C)C(C)C, OCc1cccc(CCCN2CCOCC2)n1. Product: ClCc1cccc(CCCN2CCOCC2)n1. As a reaction SMILES: [CH2:32]([Cl:33])[Cl:34].[CH3:27][S:28]([Cl:29])(=[O:30])=[O:31].[CH:18]([N:19]([CH:20]([CH3:21])[CH3:22])[CH2:23][CH3:24])([CH3:25])[CH3:26].[O:1]1[CH2:2][CH2:3][N:4]([CH2:7][CH2:8][CH2:9][c:10]2[cH:11][cH:12][cH:13][c:14]([CH2:16][OH:17])[n:15]2)[CH2:5][CH2:6]1>>[O:1]1[CH2:2][CH2:3][N:4]([CH2:7][CH2:8][CH2:9][c:10]2[cH:11][cH:12][cH:13][c:14]([CH2:16][Cl:29])[n:15]2)[CH2:5][CH2:6]1. RXN SMILES: [CH3:1][O-:2].[CH3:33][CH2:34][OH:35].[CH:4](=[O:5])[O:6][CH2:7][CH3:8].[Na+:3].[O:28]1[CH2:29][CH2:30][CH2:31][CH2:32]1.[c:9]1([C:17](=[O:18])[CH2:19][c:20]2[cH:21][cH:22][c:23]([O:24][CH3:25])[cH:26][cH:27]2)[cH:10][cH:11][c:12]([O:13][CH3:14])[cH:15][cH:16]1>>[CH:4](=[O:5])[CH:19]([C:17]([c:9]1[cH:10][cH:11][c:12]([O:13][CH3:14])[cH:15][cH:16]1)=[O:18])[c:20]1[cH:21][cH:22][c:23]([O:24][CH3:25])[cH:26][cH:27]1. The product is COc1ccc(C(=O)C(C=O)c2ccc(OC)cc2)cc1. Starting materials: C[O-], CCO, CCOC=O, [Na+], C1CCOC1, COc1ccc(CC(=O)c2ccc(OC)cc2)cc1. Reactants: FC=1C=CC(=NC1)[C@@H]1NC(OC1)=O ((S)-4-(5-fluoropyridin-2-yl)oxazolidin-2-one), [H-].[Na+] (sodium hydride), BrC=1C=NN2C1N=C(C=C2)Cl (3-bromo-5-chloropyrazolo[1,5-a]pyrimidine), O (water). Solvent: CN(C)C=O (DMF), CN(C)C=O (DMF). Run at time 15 minute. The product is BrC=1C=NN2C1N=C(C=C2)N2C(OC[C@@H]2C2=NC=C(C=C2)F)=O ((S)-3-(3-bromopyrazolo[1,5-a]pyrimidin-5-yl)-4-(5-fluoropyridin-2-yl)oxazolidin-2-one). The yield is 75.0%. RXN SMILES: [F:1][C:2]1[CH:3]=[CH:4][C:5]([C@H:8]2[CH2:12][O:11][C:10](=[O:13])[NH:9]2)=[N:6][CH:7]=1.[H-].[Na+].[Br:16][C:17]1[CH:18]=[N:19][N:20]2[CH:25]=[CH:24][C:23](Cl)=[N:22][C:21]=12.O>CN(C=O)C>[Br:16][C:17]1[CH:18]=[N:19][N:20]2[CH:25]=[CH:24][C:23]([N:9]3[C@@H:8]([C:5]4[CH:4]=[CH:3][C:2]([F:1])=[CH:7][N:6]=4)[CH2:12][O:11][C:10]3=[O:13])=[N:22][C:21]=12 |f:1.2|. Procedure: To a solution of (S)-4-(5-fluoropyridin-2-yl)oxazolidin-2-one (4.3 g, 24 mmol) in DMF (75 mL) was added sodium hydride (0.94 g, 24 mmol) in portions and the reaction stirred for 15 minutes at room temperature, followed by the addition of 3-bromo-5-chloropyrazolo[1,5-a]pyrimidine (5.5 g, 24 mmol) in a solution of DMF (50 mL) and the reaction was stirred for an additional 1 hour. The reaction was poured into water (400 mL) and extracted into ether (400 mL). The water layer was separated and washed... The reactants are CC1CCC(=Cc2ccc(Cl)cc2)C1=O, CCl, CC(C)(C)O, [I-], [K+], [K+], [OH-]. Product: CC1(C)CCC(=Cc2ccc(Cl)cc2)C1=O. RXN SMILES: [CH3:1][CH:2]1[C:3](=[O:15])[C:4](=[CH:7][c:8]2[cH:9][cH:10][c:11]([Cl:14])[cH:12][cH:13]2)[CH2:5][CH2:6]1.[CH3:20][Cl:21].[CH3:22][C:23]([OH:24])([CH3:25])[CH3:26].[I-:19].[K+:17].[K+:18].[OH-:16]>>[CH3:1][C:2]1([CH3:20])[C:3](=[O:15])[C:4](=[CH:7][c:8]2[cH:9][cH:10][c:11]([Cl:14])[cH:12][cH:13]2)[CH2:5][CH2:6]1. Reactants: N1CCCC2=CC=CC=C12 (1,2,3,4-tetrahydroquinoline), ClC1=NC=NC2=CC(=C(C=C12)OC)OC (4-chloro-6,7-dimethoxy-quinazoline). Reported procedure: Utilizing a procedure analogous to that described in Example 2, this product was prepared in 91% yield from 1,2,3,4-tetrahydroquinoline (2 eq.) and 4-chloro-6,7-dimethoxy-quinazoline (1.0 eq) in i-PrOH. (M.P. 130°-131° C.; LC-MS: 322 (MH+); anal. RP18-HPLC RT: 4.08 min.). Isolated yield 91.0%. As a reaction SMILES: [NH:1]1[C:10]2[C:5](=[CH:6][CH:7]=[CH:8][CH:9]=2)[CH2:4][CH2:3][CH2:2]1.Cl[C:12]1[C:21]2[C:16](=[CH:17][C:18]([O:24][CH3:25])=[C:19]([O:22][CH3:23])[CH:20]=2)[N:15]=[CH:14][N:13]=1>CC(O)C>[N:1]1([C:12]2[C:21]3[C:16](=[CH:17][C:18]([O:24][CH3:25])=[C:19]([O:22][CH3:23])[CH:20]=3)[N:15]=[CH:14][N:13]=2)[C:10]2[C:5](=[CH:6][CH:7]=[CH:8][CH:9]=2)[CH2:4][CH2:3][CH2:2]1. Product: N1(CCCC2=CC=CC=C12)C1=NC=NC2=CC(=C(C=C12)OC)OC (4-(3,4-Dihydro-2H-quinolin-1-yl)-6,7-dimethoxy-quinazoline). The solvent is CC(C)O (i-PrOH). As a reaction SMILES: [F:1][C:2]([F:13])([F:12])[C:3]1[S:4][CH:5]=[C:6]([C:8](=[O:11])[CH:9]=O)[N:7]=1.[C:14]([C:19]1[CH:24]=[CH:23][C:22]([CH2:25][CH:26]([CH3:28])[NH2:27])=[CH:21][CH:20]=1)([O:16][CH2:17]C)=[O:15].[BH4-].[Na+].Cl.C(=O)(O)[O-].[Na+]>>[C:14]([C:19]1[CH:24]=[CH:23][C:22]([CH2:25][CH:26]([NH:27][CH2:9][CH:8]([OH:11])[C:6]2[N:7]=[C:3]([C:2]([F:1])([F:12])[F:13])[S:4][CH:5]=2)[CH3:28])=[CH:21][CH:20]=1)([O:16][CH3:17])=[O:15] |f:2.3,5.6|. The product is C(=O)(OC)C1=CC=C(C=C1)CC(C)NCC(C=1N=C(SC1)C(F)(F)F)O (N-[2-(4-Carbomethoxyphenyl)-1-methylethyl]-2-hydroxy-2-(2-trifluoromethyl-thiazol-4-yl)ethanamine). Reported procedure: 1.3 g (0.0062 mol) of 2-(2-trifluoromethyl-thiazol-4yl)glyoxal and 1.2 g (0.0057 mol) of 2-(4-carboethoxy-phenyl)-1-methyl-ethanamine are mixed at 50° C. and stirred at room temperature for 4 hours. For the reduction of the resulting Schiff's base, 0.75 g of sodium borohydride is added in portions at 20° C., and the mixture is stirred for 16 hours. It is then poured onto ice, and the mixture is acidified with hydrochloric acid, made alkaline with sodium bicarbonate solution and extracted with me... Conditions: time 4 hour. Starting materials: Cl (hydrochloric acid), FC(C=1SC=C(N1)C(C=O)=O)(F)F (2-(2-trifluoromethyl-thiazol-4yl)glyoxal), C(=O)(OCC)C1=CC=C(C=C1)CC(N)C (2-(4-carboethoxy-phenyl)-1-methyl-ethanamine), Schiff's base, [BH4-].[Na+] (sodium borohydride), C([O-])(O)=O.[Na+] (sodium bicarbonate). The reactants are Cc1cn(CC2CN(c3ccc(Br)cn3)C(=O)O2)nn1, C[Sn](C)(C)c1ccc(C2=NOC(CO)C2)s1, ClC(Cl)Cl, O=C(C=Cc1ccccc1)C=Cc1ccccc1, O=C(C=Cc1ccccc1)C=Cc1ccccc1, O=C(C=Cc1ccccc1)C=Cc1ccccc1, [Pd], [Pd], c1coc(P(c2ccco2)c2ccco2)c1. Product: Cc1cn(CC2CN(c3ccc(-c4ccc(C5=NOC(CO)C5)s4)cn3)C(=O)O2)nn1. As a reaction SMILES: [Br:1][c:2]1[cH:3][cH:4][c:5]([N:8]2[C:9](=[O:20])[O:10][CH:11]([CH2:13][n:14]3[n:15][n:16][c:17]([CH3:19])[cH:18]3)[CH2:12]2)[n:6][cH:7]1.[CH3:21][Sn:22]([c:23]1[cH:24][cH:25][c:26]([C:28]2=[N:29][O:30][CH:31]([CH2:33][OH:34])[CH2:32]2)[s:27]1)([CH3:35])[CH3:36].[CH:53]([Cl:54])([Cl:55])[Cl:56].[CH:59](=[CH:60][C:61]([CH:62]=[CH:63][c:64]1[cH:65][cH:66][cH:67][cH:68][cH:69]1)=[O:70])[c:71]1[cH:72][cH:73][cH:74][cH:75][cH:76]1.[CH:77](=[CH:78][C:79]([CH:80]=[CH:81][c:82]1[cH:83][cH:84][cH:85][cH:86][cH:87]1)=[O:88])[c:89]1[cH:90][cH:91][cH:92][cH:93][cH:94]1.[CH:95](=[CH:96][C:97]([CH:98]=[CH:99][c:100]1[cH:101][cH:102][cH:103][cH:104][cH:105]1)=[O:106])[c:107]1[cH:108][cH:109][cH:110][cH:111][cH:112]1.[Pd:57].[Pd:58].[o:37]1[cH:38][cH:39][cH:40][c:41]1[P:42]([c:43]1[o:44][cH:45][cH:46][cH:47]1)[c:48]1[o:49][cH:50][cH:51][cH:52]1>>[c:2]1(-[c:23]2[cH:24][cH:25][c:26]([C:28]3=[N:29][O:30][CH:31]([CH2:33][OH:34])[CH2:32]3)[s:27]2)[cH:3][cH:4][c:5]([N:8]2[C:9](=[O:20])[O:10][CH:11]([CH2:13][n:14]3[n:15][n:16][c:17]([CH3:19])[cH:18]3)[CH2:12]2)[n:6][cH:7]1.